From a dataset of the Open Reaction Database (ORD), a public repository of structured organic reaction records. describe an organic reaction: reactants, conditions, products, and yield Starting materials: O (Water), O (water), [OH-].[K+] (potassium hydroxide), C(#N)C1=CC=CC2=C1CC(C1=C(S2)C=CC(=C1)OC)=O (9-cyano-2-methoxy-10,11-dihydro-11-oxo-dibenzo[b,f]-thiepin). Run in C(C)O (ethanol). Yields the product C(=O)(O)C1=CC=CC2=C1CC(C1=C(S2)C=CC(=C1)OC)=O (9-carboxy-2-methoxy-10,11-dihydro-11-oxo-dibenzo[b,f]thiepin). As a reaction SMILES: [OH2:1].[OH-:2].[K+].[C:4]([C:6]1[C:11]2[CH2:12][C:13](=[O:23])[C:14]3[CH:20]=[C:19]([O:21][CH3:22])[CH:18]=[CH:17][C:15]=3[S:16][C:10]=2[CH:9]=[CH:8][CH:7]=1)#N>C(O)C>[C:4]([C:6]1[C:11]2[CH2:12][C:13](=[O:23])[C:14]3[CH:20]=[C:19]([O:21][CH3:22])[CH:18]=[CH:17][C:15]=3[S:16][C:10]=2[CH:9]=[CH:8][CH:7]=1)([OH:2])=[O:1] |f:1.2|. Reported procedure: To the mixture of 1 ml of water and 600 mg of potassium hydroxide in 9 ml of ethanol was added 200 mg of 9-cyano-2-methoxy-10,11-dihydro-11-oxo-dibenzo[b,f]-thiepin and the resulting mixture was heated under reflux overnight. Water was added to the mixture, which was washed with benzene. Aqueous layer was acidified with hydrochloric acid, extracted with chloroform, washed with water and dried over anhydrous sodium sulfate. The solvent was evaporated therefrom and there was obtained 130 mg of 9-c... The product is CCCN(CCC)CCOCCNCc1ccc(CNC(=O)OC(C)(C)C)cc1. The reactants are [BH4-], CC(C)(C)OC(=O)NCc1ccc(C=O)cc1, CO, COC(OC)OC, CCCN(CCC)CCOCCN, [Na+]. As a reaction SMILES: [BH4-:38].[C:21]([CH3:22])([CH3:23])([CH3:24])[O:25][C:26]([NH:27][CH2:28][c:29]1[cH:30][cH:31][c:32]([CH:35]=[O:36])[cH:33][cH:34]1)=[O:37].[CH3:40][OH:41].[CH:14]([O:15][CH3:16])([O:17][CH3:18])[O:19][CH3:20].[NH2:1][CH2:2][CH2:3][O:4][CH2:5][CH2:6][N:7]([CH2:8][CH2:9][CH3:10])[CH2:11][CH2:12][CH3:13].[Na+:39]>>[NH:1]([CH2:2][CH2:3][O:4][CH2:5][CH2:6][N:7]([CH2:8][CH2:9][CH3:10])[CH2:11][CH2:12][CH3:13])[CH2:35][c:32]1[cH:31][cH:30][c:29]([CH2:28][NH:27][C:26]([O:25][C:21]([CH3:22])([CH3:23])[CH3:24])=[O:37])[cH:34][cH:33]1. The reactants are [Li]CCCC, COC(=O)CCCC=CCBr, CC(C)[N-]C(C)C, CC(C)NC(C)C, [Li+], O=C1CCOCC1, C1CCOC1. Product: COC(=O)CCCC=CCC1COCCC1=O. Reaction SMILES: [CH2:16]([Li:17])[CH2:18][CH2:19][CH3:20].[CH3:28][O:29][C:30]([CH2:31][CH2:32][CH2:33][CH:34]=[CH:35][CH2:36][Br:37])=[O:38].[CH:1]([N-:2][CH:3]([CH3:4])[CH3:5])([CH3:6])[CH3:7].[CH:9]([NH:10][CH:11]([CH3:12])[CH3:13])([CH3:14])[CH3:15].[Li+:8].[O:21]=[C:22]1[CH2:23][CH2:24][O:25][CH2:26][CH2:27]1.[O:39]1[CH2:40][CH2:41][CH2:42][CH2:43]1>>[O:21]=[C:22]1[CH:23]([CH2:36][CH:35]=[CH:34][CH2:33][CH2:32][CH2:31][C:30]([O:29][CH3:28])=[O:38])[CH2:24][O:25][CH2:26][CH2:27]1. Starting materials: CC1=CC2=C(C=C1)OCC(=O)CO2 (Calone), C1(=CC=CC2=CC=CC=C12)C=O (naphthalene-1-carbaldehyde). Yields the product CC1=CC2=C(O\C(\C(/C(/O2)=C/C2=CC=CC3=CC=CC=C23)=O)=C/C2=CC=CC3=CC=CC=C23)C=C1 (7-methyl-2,4-bis[1-naphthalen-1-yl-meth-(Z)-ylidene]benzo[b]-1,4-dioxepin-3-one). As a reaction SMILES: [CH3:1][C:2]1[CH:7]=[CH:6][C:5]2[O:8][CH2:9][C:10]([CH2:12][O:13][C:4]=2[CH:3]=1)=[O:11].[C:14]1([CH:24]=O)[C:23]2[C:18](=[CH:19][CH:20]=[CH:21][CH:22]=2)[CH:17]=[CH:16][CH:15]=1>>[CH3:1][C:2]1[CH:7]=[CH:6][C:5]2[O:8]/[C:9](=[CH:24]\[C:14]3[C:23]4[C:18](=[CH:19][CH:20]=[CH:21][CH:22]=4)[CH:17]=[CH:16][CH:15]=3)/[C:10](=[O:11])/[C:12](=[CH:24]/[C:14]3[C:23]4[C:18](=[CH:19][CH:20]=[CH:21][CH:22]=4)[CH:17]=[CH:16][CH:15]=3)/[O:13][C:4]=2[CH:3]=1. Reported procedure: Calone is reacted with naphthalene-1-carbaldehyde analogously to the reaction conditions of Example 1, giving 7-methyl-2,4-bis[1-naphthalen-1-yl-meth-(Z)-ylidene]benzo[b]-1,4-dioxepin-3-one. Reactants: CCOC(=O)C(C)(C)S(=O)(=O)CCC(C)C, [Li+], C1COCCO1, [OH-], O, O. The product is CC(C)CCS(=O)(=O)C(C)(C)C(=O)O. Reaction SMILES: [CH2:1]([CH3:2])[O:3][C:4]([C:5]([CH3:6])([S:7](=[O:8])(=[O:9])[CH2:10][CH2:11][CH:12]([CH3:13])[CH3:14])[CH3:15])=[O:16].[Li+:19].[O:21]1[CH2:22][CH2:23][O:24][CH2:25][CH2:26]1.[OH-:18].[OH2:17].[OH2:20]>>[O:3]=[C:4]([C:5]([CH3:6])([S:7](=[O:8])(=[O:9])[CH2:10][CH2:11][CH:12]([CH3:13])[CH3:14])[CH3:15])[OH:16].